From a dataset of the Open Reaction Database (ORD), a public repository of structured organic reaction records. describe an organic reaction: reactants, conditions, products, and yield Starting materials: ice water, NC1=CC=C(OCCCN2CCN(CC2)C2=CC(N(C(N2C)=O)C)=O)C=C1 (6-[4-(3-[4-aminophenoxy]propyl)piperazin-1-yl]-1,3-dimethyl-2,4(1H,3H)-pyrimidinedione), C[Si](C)(C)Cl (trimethylsilyl chloride), CS(=O)(=O)Cl (methanesulfonyl chloride), [OH-].[Na+] (sodium hydroxide). Solvent: N1=CC=CC=C1 (pyridine), O1CCOCC1 (dioxane), O (water). Reaction conditions: temperature 0 celsius, time 5 minute. The product is CN1C(N(C(C=C1N1CCN(CC1)CCCOC1=CC=C(C=C1)NS(=O)(=O)C)=O)C)=O (1,3-dimethyl-6-[4-(3-[4-methanesulfonylaminophenoxy]propyl)piperazin-1-yl]-2,4(1H,3H)-pyrimidinedione). As a reaction SMILES: [NH2:1][C:2]1[CH:27]=[CH:26][C:5]([O:6][CH2:7][CH2:8][CH2:9][N:10]2[CH2:15][CH2:14][N:13]([C:16]3[N:21]([CH3:22])[C:20](=[O:23])[N:19]([CH3:24])[C:18](=[O:25])[CH:17]=3)[CH2:12][CH2:11]2)=[CH:4][CH:3]=1.C[Si](Cl)(C)C.[CH3:33][S:34](Cl)(=[O:36])=[O:35].[OH-].[Na+]>O.N1C=CC=CC=1.O1CCOCC1>[CH3:22][N:21]1[C:16]([N:13]2[CH2:12][CH2:11][N:10]([CH2:9][CH2:8][CH2:7][O:6][C:5]3[CH:26]=[CH:27][C:2]([NH:1][S:34]([CH3:33])(=[O:36])=[O:35])=[CH:3][CH:4]=3)[CH2:15][CH2:14]2)=[CH:17][C:18](=[O:25])[N:19]([CH3:24])[C:20]1=[O:23] |f:3.4|. Procedure: 20 ml of a dioxane solution containing 1.1 g of 6-[4-(3-[4-aminophenoxy]propyl)piperazin-1-yl]-1,3-dimethyl-2,4(1H,3H)-pyrimidinedione obtained in Example 6 and 1.8 ml of pyridine was cooled to 0° C., and 0.95 ml of trimethylsilyl chloride was further added, followed by stirring at the same temperature for 5 minutes and then at room temperature for 30 minutes. The reaction solution was cooled to 0° C. again, and 0.6 ml of methanesulfonyl chloride was added dropwise thereto. The solution was stir... Reaction SMILES: CC(C)Nc1ccccc1.O=C(O)C1Cc2ccccc2C1.C1CCN(C1)C(=[N+]2CCCC2)Cl.F[P-](F)(F)(F)(F)F.CCN(C(C)C)C(C)C.CN(C)C=O>>CC(C)N(C(=O)C1Cc2ccccc2C1)c1ccccc1. Conditions: temperature 25 celsius, time 2 hour. The reagents and catalysts are C1CCN(C1)C(=[N+]2CCCC2)Cl.F[P-](F)(F)(F)(F)F (PyCIU), CCN(C(C)C)C(C)C (DIPEA). The reactants are O=C(O)C1Cc2ccccc2C1, CC(C)Nc1ccccc1. Product: CC(C)N(C(=O)C1Cc2ccccc2C1)c1ccccc1. The yield is 1.3%. The solvent is CN(C)C=O (DMF), CN(C)C=O (DMF), CN(C)C=O (DMF), CN(C)C=O (DMF), CN(C)C=O (DMF), CN(C)C=O (DMF). The reactants are NC1=CC=C(C=C1)SC1=C(C=C(C(=O)NC2=CC=C(C=C2)Br)C=C1)NC=1C2=C(N=CN1)N=C(C=C2)C(C)C (4-(4-Amino-phenylsulfanyl)-N-(4-bromo-phenyl)-3-(7-isopropyl-pyrido[2,3-d]pyrimidin-4-ylamino)-benzamide), C(C)(C)(C)OC(=O)NCCC(=O)O (3-tert-Butoxycarbonylamino-propionic acid), C(C)(C)(C)OC(=O)NCCC(=O)O (3-tert-Butoxycarbonylamino-propionic acid), N([C@@H](CC)C(=O)O)C(=O)OC(C)(C)C (Boc-Abu-OH). Yields the product NCCC(=O)NC1=CC=C(C=C1)SC1=C(C=C(C(=O)NC2=CC=C(C=C2)Br)C=C1)NC=1C2=C(N=CN1)N=C(C=C2)C(C)C (4-[4-(3-Amino-propionylamino)-phenylsulfanyl]-N-(4-bromo-phenyl)-3-(7-isopropyl-pyrido[2,3-d]pyrimidin-4-ylamino)-benzamide). The yield is 23.0%. As a reaction SMILES: [NH2:1][C:2]1[CH:7]=[CH:6][C:5]([S:8][C:9]2[CH:24]=[CH:23][C:12]([C:13]([NH:15][C:16]3[CH:21]=[CH:20][C:19]([Br:22])=[CH:18][CH:17]=3)=[O:14])=[CH:11][C:10]=2[NH:25][C:26]2[C:27]3[CH:35]=[CH:34][C:33]([CH:36]([CH3:38])[CH3:37])=[N:32][C:28]=3[N:29]=[CH:30][N:31]=2)=[CH:4][CH:3]=1.C(OC([NH:46][CH2:47][CH2:48][C:49](O)=[O:50])=O)(C)(C)C.N(C(OC(C)(C)C)=O)[C@H](C(O)=O)CC>>[NH2:46][CH2:47][CH2:48][C:49]([NH:1][C:2]1[CH:7]=[CH:6][C:5]([S:8][C:9]2[CH:24]=[CH:23][C:12]([C:13]([NH:15][C:16]3[CH:17]=[CH:18][C:19]([Br:22])=[CH:20][CH:21]=3)=[O:14])=[CH:11][C:10]=2[NH:25][C:26]2[C:27]3[CH:35]=[CH:34][C:33]([CH:36]([CH3:38])[CH3:37])=[N:32][C:28]=3[N:29]=[CH:30][N:31]=2)=[CH:4][CH:3]=1)=[O:50]. Procedure: The product of Example 13E was reacted with 3-tert-Butoxycarbonylamino-propionic acid using the procedure of Example 70 substituting 3-tert-Butoxycarbonylamino-propionic acid for Boc-Abu-OH to provide the crude title compound which was purified by HPLC with TFA then neutralized with an aqueous sodium carbonate solution to provide the title compound (15 mg, 23%). 1H NMR (300 MHz, DMSO-D6) δ ppm: 1.33 (d, J=6.62 Hz, 6 H) 2.41 (t, J=6.25 Hz, 2 H) 2.83 (t, J=6.25 Hz, 2 H) 3.20 (m, 1 H) 6.97 (d, J=8.... Run in C(C)O (ethanol), C(C)O (ethanol). Reported procedure: To a stirred solution of 347 mg (1.0 mmol) of 5-amino-3-isopropyl-1-(2,4,6-trichlorophenyl)pyrazole-4-carboxamide in 6 mL of absolute ethanol was added 777 mg (4.0 mmol) of ethyl 4-(hydroxymethyl)phenylacetate followed by 2.0 mL (5.33 mmol) of 2.66 M sodium ethoxide in ethanol. The solution was stirred 18 h at reflux, and the heating mantle was then removed. The reaction was treated with 25 mL of 5% aq. HOAc, cooled to ambient temperature, and extracted with EtOAc. The organic extract was washed... Reaction SMILES: [NH2:1][C:2]1[N:6]([C:7]2[C:12]([Cl:13])=[CH:11][C:10]([Cl:14])=[CH:9][C:8]=2[Cl:15])[N:5]=[C:4]([CH:16]([CH3:18])[CH3:17])[C:3]=1[C:19]([NH2:21])=[O:20].[OH:22][CH2:23][C:24]1[CH:29]=[CH:28][C:27]([CH2:30][C:31](OCC)=O)=[CH:26][CH:25]=1.[O-]CC.[Na+]>C(O)C>[Cl:13][C:12]1[CH:11]=[C:10]([Cl:14])[CH:9]=[C:8]([Cl:15])[C:7]=1[N:6]1[C:2]2=[N:1][C:31]([CH2:30][C:27]3[CH:28]=[CH:29][C:24]([CH2:23][OH:22])=[CH:25][CH:26]=3)=[N:21][C:19](=[O:20])[C:3]2=[C:4]([CH:16]([CH3:18])[CH3:17])[NH:5]1 |f:2.3|. The product is ClC1=C(C(=CC(=C1)Cl)Cl)N1NC(=C2C1=NC(=NC2=O)CC2=CC=C(C=C2)CO)C(C)C (1-(2,4,6-Trichlorophenyl)-3-isopropyl-6-(4-(hydroxymethyl)benzyl)pyrazolo[3,4-d]pyrimidin-4-one). Reaction conditions: time 18 hour. Starting materials: NC1=C(C(=NN1C1=C(C=C(C=C1Cl)Cl)Cl)C(C)C)C(=O)N (5-amino-3-isopropyl-1-(2,4,6-trichlorophenyl)pyrazole-4-carboxamide), OCC1=CC=C(C=C1)CC(=O)OCC (ethyl 4-(hydroxymethyl)phenylacetate), [O-]CC.[Na+] (sodium ethoxide). Starting materials: N(=O)[O-].[Na+] (sodium nitrite), ice water, C1(=CC=CC=C1)S(=O)(=O)NN=CC1=CC=C(C=C1)OC (4-methoxybenzaldehyde phenylsulfonylhydrazone), diazonium salt, C(C)(C)C1=CC=C(N)C=C1 (4-Isopropylaniline), Cl (hydrochloric acid). Solvent: O (water), N1=CC=CC=C1 (pyridine), C(C)O (ethanol). Conditions: time 10 minute. Product: C(C)(C)C1=CC=C(C=C1)N1N=C(N=N1)C1=CC=C(C=C1)OC (2-(4-isopropylphenyl)-5-(4-methoxyphenyl)tetrazole). Yield: 54.4%. RXN SMILES: [CH:1]([C:4]1[CH:10]=[CH:9][C:7]([NH2:8])=[CH:6][CH:5]=1)([CH3:3])[CH3:2].Cl.[N:12]([O-])=O.[Na+].C1(S([NH:25][N:26]=[CH:27][C:28]2[CH:33]=[CH:32][C:31]([O:34][CH3:35])=[CH:30][CH:29]=2)(=O)=O)C=CC=CC=1>O.N1C=CC=CC=1.C(O)C>[CH:1]([C:4]1[CH:10]=[CH:9][C:7]([N:8]2[N:25]=[N:26][C:27]([C:28]3[CH:33]=[CH:32][C:31]([O:34][CH3:35])=[CH:30][CH:29]=3)=[N:12]2)=[CH:6][CH:5]=1)([CH3:3])[CH3:2] |f:2.3|. Procedure details: 4-Isopropylaniline (1.35 g) was added to a mixed solution of 50% ethanol (16 ml) and concentrated hydrochloric acid (2.6 ml). To the mixture was added a solution of sodium nitrite (0.69 g) in water (4 ml) over 10 min below 5° C. and stirring was continued for 10 min. To a solution of 4-methoxybenzaldehyde phenylsulfonylhydrazone (2.9 g) in pyridine (60 ml) was added dropwise the above solution of diazonium salt during 20 min at -10° C.~-15° C., and stirring was continued for 30 min at -10° C. an... The product is Cl.CC=1N2C(SC1)=NC(=C2)CCl (3-methyl-6-chloromethyl-imidazo-(2,1-b)thiazole hydrochloride). Reported procedure: 10 g of 3-methyl-6-hydroxymethyl-imidazo-(2,1-b)thiazole prepared as described in one of the methods in Example 26, is refluxed for 2 hours in 100 ml of SOCl2. The solution is then cooled, 50 ml of ether are added to yield 11 g of 3-methyl-6-chloromethyl-imidazo-(2,1-b)thiazole hydrochloride; m.p. 280°. Starting materials: CC=1N2C(SC1)=NC(=C2)CO (3-methyl-6-hydroxymethyl-imidazo-(2,1-b)thiazole), CCOCC (ether), O=S(Cl)Cl (SOCl2). RXN SMILES: [CH3:1][C:2]1[N:3]2[CH:9]=[C:8]([CH2:10]O)[N:7]=[C:4]2[S:5][CH:6]=1.CCOCC.O=S(Cl)[Cl:19]>>[ClH:19].[CH3:1][C:2]1[N:3]2[CH:9]=[C:8]([CH2:10][Cl:19])[N:7]=[C:4]2[S:5][CH:6]=1 |f:3.4|. Starting materials: N1C=CC=2C1=C1C=CC=NC1=CC2 (1H-pyrrolo[2,3-f]quinoline), C1[C@H](C)O1 ((S)-propylene oxide). Yields the product N1(C=CC=2C1=C1C=CC=NC1=CC2)C[C@H](C)O ((S)-1-(1H-Pyrrolo[2,3-f]quinolin-1-yl)-2-propanol), product. Yield: 17.0%. Reaction SMILES: [NH:1]1[C:5]2=[C:6]3[C:11](=[CH:12][CH:13]=[C:4]2[CH:3]=[CH:2]1)[N:10]=[CH:9][CH:8]=[CH:7]3.[CH2:14]1[O:17][C@H:15]1[CH3:16]>>[N:1]1([CH2:14][C@@H:15]([OH:17])[CH3:16])[C:5]2=[C:6]3[C:11](=[CH:12][CH:13]=[C:4]2[CH:3]=[CH:2]1)[N:10]=[CH:9][CH:8]=[CH:7]3. Procedure: (S)-1-(1H-Pyrrolo[2,3-f]quinolin-1-yl)-2-propanol was prepared according to the method described in Example 1 using 1H-pyrrolo[2,3-f]quinoline and (S)-propylene oxide to produce 0.36 g (17% yield) of the product as a pale yellow oil: IRνmax (Nujol)/cm−1 3106, 1361, 1117, 826, 805 and 731; NMR δH (400 MHz, CDCl3) 1.36 (3H, d, J 6.0 Hz), 2.75 (1H, br), 4.44 (2H, m), 4.56 (1H, m), 6.63 (1H, d, J 3.0 Hz), 7.19 (1H, d, J 3.0 Hz), 7.30 (1H, dd, J 8.5 and 4.0 Hz), 7.70 (1H, d, J 8.5 Hz), 7.86 (1H, d, J... Reaction SMILES: [F:1][C:2]1[C:9]([F:10])=[CH:8][CH:7]=[C:6]([I:11])[C:3]=1[C:4]#[N:5].[Li+].CC([N-]C(C)C)C.[CH:20](OC)=[O:21]>C1COCC1>[F:1][C:2]1[C:9]([F:10])=[C:8]([CH2:20][OH:21])[CH:7]=[C:6]([I:11])[C:3]=1[C:4]#[N:5] |f:1.2|. Run at temperature -78 celsius, time 1 hour. The solvent is C1CCOC1 (THF). Yields the product FC1=C(C#N)C(=CC(=C1F)CO)I (2,3-difluoro-4-(hydroxymethyl)-6-iodobenzonitrile). Starting materials: FC1=C(C#N)C(=CC=C1F)I (2,3-difluoro-6-iodobenzonitrile), [Li+].CC(C)[N-]C(C)C (LDA), C(=O)OC (methyl formate). Procedure details: A −78° C. solution of Example 26A (5.0 g, 18.9 mmol) in THF was treated with LDA (2M in hexanes, 11.5 mL, 22.6 mmol), stirred for 1 hour at −78° C., treated with methyl formate (2.34 mL, 37.8 mmol), stirred at −78° C. for 30 minutes, warmed to 0° C. for 1 hour, quenched with saturated NH4Cl and extracted three times with ethyl acetate. The combined extracts were washed with brine, dried (MgSO4), filtered, and concentrated. The residue was immediately dissolved in ethanol (100 mL), cooled to 0° C... Isolated yield 18.3%. The reactants are FC(OC1=CC=C(C(=O)Cl)C=C1)(F)F (4-trifluoromethoxybenzoyl chloride), NC(C#N)(CN1N=C2C(=N1)C=CC(=C2)Cl)C (2-amino-3-(5-chloro-2H-benzotriazol-2-yl)-2-methylpropionitrile), TEA. Solvent: C(Cl)Cl (DCM). Run at time 48 hour. The product is ClC1=CC=2C(=NN(N2)CC(C)(C#N)NC(C2=CC=C(C=C2)OC(F)(F)F)=O)C=C1 (N-[2-(5-Chloro-2H-benzotriazol-2-yl)-1-cyano-1-methylethyl]-4-trifluoromethoxybenzamide). The yield is 55.6%. Reaction SMILES: [F:1][C:2]([F:14])([F:13])[O:3][C:4]1[CH:12]=[CH:11][C:7]([C:8](Cl)=[O:9])=[CH:6][CH:5]=1.[NH2:15][C:16]([CH3:30])([CH2:19][N:20]1[N:24]=[C:23]2[CH:25]=[CH:26][C:27]([Cl:29])=[CH:28][C:22]2=[N:21]1)[C:17]#[N:18]>C(Cl)Cl>[Cl:29][C:27]1[CH:26]=[CH:25][C:23]2=[N:24][N:20]([CH2:19][C:16]([NH:15][C:8](=[O:9])[C:7]3[CH:11]=[CH:12][C:4]([O:3][C:2]([F:14])([F:13])[F:1])=[CH:5][CH:6]=3)([C:17]#[N:18])[CH3:30])[N:21]=[C:22]2[CH:28]=1. Procedure: 4-trifluoromethoxybenzoyl chloride (0.34 g) was added to a solution of 2-amino-3-(5-chloro-2H-benzotriazol-2-yl)-2-methylpropionitrile (0.3 g) in dry DCM mixed with TEA (0.27 mL). The reaction mixture was stirred 48 hours at room temperature. Silica gel was added to the reaction mixture and solvent evaporated under reduced pressure. The resulting crude product loaded on silica gel was purified by chromatography (SiO2, heptane/EA) to afford the title compound as a white solid (0.3 g, 54%). Rf=0.7... Starting materials: C(C)(C)(C)OC(=O)N1CCN(CC1)S(=O)(=O)C1=CC(=CC=C1)Br (4-(3-bromo-benzenesulfonyl)-piperazine-1-carboxylic acid tert-butyl ester), crude product, C(C)(C)(C)OC(=O)N1CCN(CC1)S(=O)(=O)C1=CC(=CC=C1)N1CCC2=C1N=C(N=C2C=2C=NC(=NC2)N(CC2=CC=C(C=C2)OC)CC2=CC=C(C=C2)OC)N2CCOCC2 (4-[3-(4-{2-[bis-(4-methoxy-benzyl)-amino]-pyrimidin-5-yl}-2-morpholin-4-yl-5,6-dihydro-pyrrolo[2,3-d]pyrimidin-7-yl)-benzenesulfonyl]-piperazine-1-carboxylic acid tert-butyl ester). The product is N1(CCOCC1)C=1N=C(C2=C(N1)N(CC2)C2=CC(=CC=C2)S(=O)(=O)N2CCNCC2)C=2C=NC(=NC2)N (5-{2-Morpholin-4-yl-7-[3-(piperazine-1-sulfonyl)-phenyl]-6,7-dihydro-5H-pyrrolo[2,3-d]pyrimidin-4-yl}-pyrimidin-2-ylamine). Yield: 33.0%. RXN SMILES: C(OC(N1CCN(S(C2C=CC=C(Br)C=2)(=O)=O)CC1)=O)(C)(C)C.C(OC([N:31]1[CH2:36][CH2:35][N:34]([S:37]([C:40]2[CH:45]=[CH:44][CH:43]=[C:42]([N:46]3[C:50]4[N:51]=[C:52]([N:80]5[CH2:85][CH2:84][O:83][CH2:82][CH2:81]5)[N:53]=[C:54]([C:55]5[CH:56]=[N:57][C:58]([N:61](CC6C=CC(OC)=CC=6)CC6C=CC(OC)=CC=6)=[N:59][CH:60]=5)[C:49]=4[CH2:48][CH2:47]3)[CH:41]=2)(=[O:39])=[O:38])[CH2:33][CH2:32]1)=O)(C)(C)C>>[N:80]1([C:52]2[N:53]=[C:54]([C:55]3[CH:60]=[N:59][C:58]([NH2:61])=[N:57][CH:56]=3)[C:49]3[CH2:48][CH2:47][N:46]([C:42]4[CH:43]=[CH:44][CH:45]=[C:40]([S:37]([N:34]5[CH2:35][CH2:36][NH:31][CH2:32][CH2:33]5)(=[O:39])=[O:38])[CH:41]=4)[C:50]=3[N:51]=2)[CH2:85][CH2:84][O:83][CH2:82][CH2:81]1. Reported procedure: From 4-(3-bromo-benzenesulfonyl)-piperazine-1-carboxylic acid tert-butyl ester (prepared from 3-bromobenzenesulfonyl chloride and piperazine-1-carboxylic acid tert-butyl ester, 83 mg) instead of 1-(3-bromo-benzenesulfonyl)-4-ethyl-piperazine in Example 1-D-96, a crude product of 4-[3-(4-{2-[bis-(4-methoxy-benzyl)-amino]-pyrimidin-5-yl}-2-morpholin-4-yl-5,6-dihydro-pyrrolo[2,3-d]pyrimidin-7-yl)-benzenesulfonyl]-piperazine-1-carboxylic acid tert-butyl ester was obtained, and then the PMB groups an...